From a dataset of the Open Reaction Database (ORD), a public repository of structured organic reaction records. describe an organic reaction: reactants, conditions, products, and yield Reactants: C(CCC)OC1=NC(=C2N=C(N(C2=N1)C1OCCCC1)OC)N (2-(butyloxy)-8-(methyloxy)-9-(tetrahydro-2H-pyran-2-yl)-9H-purin-6-amine), FC(C(=O)O)(F)F (trifluoroacetic acid). Reaction SMILES: [CH2:1]([O:5][C:6]1[N:14]=[C:13]2[C:9]([N:10]=[C:11]([O:21][CH3:22])[N:12]2C2CCCCO2)=[C:8]([NH2:23])[N:7]=1)[CH2:2][CH2:3][CH3:4].[F:24][C:25]([F:30])([F:29])[C:26]([OH:28])=[O:27]>CO>[F:24][C:25]([F:30])([F:29])[C:26]([OH:28])=[O:27].[CH2:1]([O:5][C:6]1[N:14]=[C:13]2[C:9]([N:10]=[C:11]([O:21][CH3:22])[NH:12]2)=[C:8]([NH2:23])[N:7]=1)[CH2:2][CH2:3][CH3:4] |f:3.4|. The product is FC(C(=O)O)(F)F.C(CCC)OC1=NC(=C2N=C(NC2=N1)OC)N (2-(Butyloxy)-8-(methyloxy)-9H-purin-6-amine trifluoroacetate salt). The solvent is CO (methanol). Procedure details: To a solution of 2-(butyloxy)-8-(methyloxy)-9-(tetrahydro-2H-pyran-2-yl)-9H-purin-6-amine (7.34 g) in methanol (100 ml) was added trifluoroacetic acid (10 ml). The mixture was stirred at ambient temperature over the weekend to give a suspension. The reaction mixture was concentrated to a small volume (thick slurry) before being diluted with ethyl acetate (50 ml). The resultant slurry was filtered and washed with a small volume of ethyl acetate until the filtrate was colourless. The solid remaini... Starting materials: ClC1=CC=C(C=C1)C#CCCCCCCCCCCCNC1=CC=C(C(=O)O)C=C1 (4-[13-(4-chlorophenyl)tridec-12-ynylamino]benzoic acid), CN(P(=O)(N(C)C)N(C)C)C (hexamethylphosphoramide), [OH-].[Na+] (sodium hydroxide), ICC(CO)O (3-iodo-1,2-propanediol). The solvent is O (water), CCOCC (ether). The product is ClC1=CC=C(C=C1)C#CCCCCCCCCCCCNC1=CC=C(C(=O)OCC(CO)O)C=C1 (2,3-dihydroxypropyl 4-[13-(4-chlorophenyl)tridec-12-ynylamino]benzoate). Reaction SMILES: [Cl:1][C:2]1[CH:7]=[CH:6][C:5]([C:8]#[C:9][CH2:10][CH2:11][CH2:12][CH2:13][CH2:14][CH2:15][CH2:16][CH2:17][CH2:18][CH2:19][CH2:20][NH:21][C:22]2[CH:30]=[CH:29][C:25]([C:26]([OH:28])=[O:27])=[CH:24][CH:23]=2)=[CH:4][CH:3]=1.[OH-].[Na+].I[CH2:34][CH:35]([OH:38])[CH2:36][OH:37].CN(C)P(N(C)C)(N(C)C)=O>O.CCOCC>[Cl:1][C:2]1[CH:7]=[CH:6][C:5]([C:8]#[C:9][CH2:10][CH2:11][CH2:12][CH2:13][CH2:14][CH2:15][CH2:16][CH2:17][CH2:18][CH2:19][CH2:20][NH:21][C:22]2[CH:23]=[CH:24][C:25]([C:26]([O:28][CH2:34][CH:35]([OH:38])[CH2:36][OH:37])=[O:27])=[CH:29][CH:30]=2)=[CH:4][CH:3]=1 |f:1.2|. Reported procedure: A solution of 7.34 g. of 4-[13-(4-chlorophenyl)tridec-12-ynylamino]benzoic acid, 4.80 g. of 25% aqueous sodium hydroxide, and 12.6 g. of 3-iodo-1,2-propanediol in 50 ml. of hexamethylphosphoramide is stirred for 24 hours at ambient temperature, diluted with 100 ml. of ether and stirred for 5 days at ambient temperature. The mixture is treated with water and extracted with ether. The dried extracts are evaporated to yield 2,3-dihydroxypropyl 4-[13-(4-chlorophenyl)tridec-12-ynylamino]benzoate. Reactants: COC(=O)c1cccc2[nH]c(C)cc12, CO, Cl, [Na+], C1COCCO1, [OH-]. Product: Cc1cc2c(C(=O)O)cccc2[nH]1. Reaction SMILES: [CH3:1][O:2][C:3](=[O:4])[c:5]1[c:6]2[cH:7][c:8]([CH3:14])[nH:9][c:10]2[cH:11][cH:12][cH:13]1.[CH3:24][OH:25].[ClH:17].[Na+:16].[O:18]1[CH2:19][CH2:20][O:21][CH2:22][CH2:23]1.[OH-:15]>>[O:2]=[C:3]([OH:4])[c:5]1[c:6]2[cH:7][c:8]([CH3:14])[nH:9][c:10]2[cH:11][cH:12][cH:13]1. The reactants are Cc1ccc(S(=O)(=O)Cl)cc1, Nc1cc(-c2ccccc2)no1, c1ccncc1. Yields the product Cc1ccc(S(=O)(=O)Nc2cc(-c3ccccc3)no2)cc1. Reaction SMILES: [CH3:13][c:14]1[cH:15][cH:16][c:17]([S:20](=[O:21])(=[O:22])[Cl:23])[cH:18][cH:19]1.[c:1]1(-[c:7]2[n:8][o:9][c:10]([NH2:12])[cH:11]2)[cH:2][cH:3][cH:4][cH:5][cH:6]1.[cH:24]1[cH:25][cH:26][n:27][cH:28][cH:29]1>>[c:1]1(-[c:7]2[n:8][o:9][c:10]([NH:12][S:20]([c:17]3[cH:16][cH:15][c:14]([CH3:13])[cH:19][cH:18]3)(=[O:21])=[O:22])[cH:11]2)[cH:2][cH:3][cH:4][cH:5][cH:6]1. Starting materials: CCOC(=O)Cl, NCc1ccccc1Cl, Cl, c1ccncc1. Product: CCOC(=O)NCc1ccccc1Cl. RXN SMILES: [Cl:10][C:11](=[O:12])[O:13][CH2:14][CH3:15].[Cl:1][c:2]1[c:3]([CH2:4][NH2:5])[cH:6][cH:7][cH:8][cH:9]1.[ClH:16].[cH:17]1[cH:18][cH:19][n:20][cH:21][cH:22]1>>[Cl:1][c:2]1[c:3]([CH2:4][NH:5][C:11](=[O:12])[O:13][CH2:14][CH3:15])[cH:6][cH:7][cH:8][cH:9]1. Reactants: [Al+3], COC(=O)c1cc(OC)c2cccc(OC)c2c1, [H-], [H-], [H-], [H-], [Li+]. Yields the product COc1cc(CO)cc2c(OC)cccc12. Reaction SMILES: [Al+3:20].[CH3:1][O:2][c:3]1[cH:4][c:5]([C:15](=[O:16])[O:17][CH3:18])[cH:6][c:7]2[c:8]([O:13][CH3:14])[cH:9][cH:10][cH:11][c:12]12.[H-:19].[H-:22].[H-:23].[H-:24].[Li+:21]>>[CH3:1][O:2][c:3]1[cH:4][c:5]([CH2:15][OH:16])[cH:6][c:7]2[c:8]([O:13][CH3:14])[cH:9][cH:10][cH:11][c:12]12.